From a dataset of the Open Reaction Database (ORD), a public repository of structured organic reaction records. describe an organic reaction: reactants, conditions, products, and yield Starting materials: C1CCNC1, CCOC(C)=O, COc1ccc2c(Cc3c(Cl)cncc3Cl)nnc(Cl)c2c1, CN(C)C=O. Yields the product COc1ccc2c(Cc3c(Cl)cncc3Cl)nnc(N3CCCC3)c2c1. As a reaction SMILES: [CH2:23]1[CH2:24][CH2:25][NH:26][CH2:27]1.[CH3:28][CH2:29][O:30][C:31](=[O:32])[CH3:33].[Cl:1][c:2]1[n:3][n:4][c:5]([CH2:14][c:15]2[c:16]([Cl:22])[cH:17][n:18][cH:19][c:20]2[Cl:21])[c:6]2[cH:7][cH:8][c:9]([O:12][CH3:13])[cH:10][c:11]12.[O:34]=[CH:35][N:36]([CH3:37])[CH3:38]>>[c:2]1([N:26]2[CH2:25][CH2:24][CH2:23][CH2:27]2)[n:3][n:4][c:5]([CH2:14][c:15]2[c:16]([Cl:22])[cH:17][n:18][cH:19][c:20]2[Cl:21])[c:6]2[cH:7][cH:8][c:9]([O:12][CH3:13])[cH:10][c:11]12.